describe an organic reaction: reactants, conditions, products, and yield From a dataset of the Open Reaction Database (ORD), a public repository of structured organic reaction records. The reactants are S(=O)(=O)=O.[NH+]1=CC=CC=C1 (pyridinium sulfur trioxide), C(C)(C)N(C(C)C)CC (N,N-diisopropylethylamine), CC(C)C[AlH]CC(C)C (DIBAL), CO[C@H]1[C@@H]([C@H]([C@@H]([C@@H](O1)CC\C=C/[C@H](C)[C@H]1OC(OC[C@@H]1C)C1=CC=C(C=C1)OC)C)OCOC)C ((4R,5S)-4-{(1S,2Z)-5-[(2S,3R,4S,5R,6R)-6-Methoxy-4-methoxymethoxy-3,5-dimethyltetrahydropyran-2-yl]-1-methylpent-2-enyl}-2-(4-methoxyphenyl)-5-methyl[1,3]dioxane). Run in C(C)OCC (ethyl ether), CS(=O)C (DMSO), C(Cl)Cl (CH2Cl2). Reaction conditions: temperature 0 celsius, time 2 hour. The product is COC1=CC=C(CO[C@H]([C@H](C=O)C)[C@H](\C=C/CC[C@@H]2O[C@H]([C@@H]([C@H]([C@@H]2C)OCOC)C)OC)C)C=C1 ((2R,3S,4S,5Z)-3-(4-Methoxybenzyloxy)-8-[(2S,3R,4S,5R,6R)-6-methoxy-4-methoxymethoxy-3,5-dimethyltetrahydropyran-2-yl]-2,4-dimethyloct-5-enal). The yield is 82.1%. As a reaction SMILES: CC(C[AlH]CC(C)C)C.[CH3:10][O:11][C@@H:12]1[O:17][C@@H:16]([CH2:18][CH2:19]/[CH:20]=[CH:21]\[C@@H:22]([C@@H:24]2[C@@H:29]([CH3:30])[CH2:28][O:27][CH:26]([C:31]3[CH:36]=[CH:35][C:34]([O:37][CH3:38])=[CH:33][CH:32]=3)[O:25]2)[CH3:23])[C@@H:15]([CH3:39])[C@H:14]([O:40][CH2:41][O:42][CH3:43])[C@H:13]1[CH3:44].C(N(CC)C(C)C)(C)C.S(=O)(=O)=O.[NH+]1C=CC=CC=1>C(Cl)Cl.CS(C)=O.C(OCC)C>[CH3:38][O:37][C:34]1[CH:33]=[CH:32][C:31]([CH2:26][O:25][C@@H:24]([C@@H:22]([CH3:23])/[CH:21]=[CH:20]\[CH2:19][CH2:18][C@H:16]2[C@@H:15]([CH3:39])[C@H:14]([O:40][CH2:41][O:42][CH3:43])[C@@H:13]([CH3:44])[C@H:12]([O:11][CH3:10])[O:17]2)[C@@H:29]([CH3:30])[CH:28]=[O:27])=[CH:36][CH:35]=1 |f:3.4|. Procedure details: DIBAL (1.0 M in hexane, 2.1 mL, 2.1 mmol) was added dropwise to a solution of the acetal 35 (329 mg, 0.67 mmol) in dry CH2Cl2 (6.7 mL) at 0° C. After stirring for 2 h, the reaction was quenched with saturated aqueous sodium tartrate (20 mL) followed by vigorously stirring for several hours. The aqueous phase was extracted with CH2Cl2 (3×10 mL) and the combined organic layers were washed with brine (10 mL). The residue obtained after drying over MgSO4 and evaporation under vacuum was dissolved in...